This data is from the Open Reaction Database (ORD), a public repository of structured organic reaction records. The task is: describe an organic reaction: reactants, conditions, products, and yield The reactants are FC1=C(N)C=CC=C1 (2-fluoroaniline), C(OC(C)(C)C)(OC(C)(C)C)=O (di-t-butyl carbonate), C1CCOC1 (THF). Yields the product C(CCC)OC(=O)NC1=C(C=CC=C1)F (N-n-butoxycarbonyl-2-fluoroaniline). Reaction SMILES: [F:1][C:2]1[CH:8]=[CH:7][CH:6]=[CH:5][C:3]=1[NH2:4].[C:9](=[O:20])([O:15][C:16]([CH3:19])(C)C)OC(C)(C)C.[CH2:21]1COC[CH2:22]1>>[CH2:16]([O:15][C:9]([NH:4][C:3]1[CH:5]=[CH:6][CH:7]=[CH:8][C:2]=1[F:1])=[O:20])[CH2:19][CH2:21][CH3:22]. Reported procedure: A solution of 2-fluoroaniline (30.0 g, 0.27 mol) and di-t-butyl carbonate (66.5 g, 0.30 mol) in 100 ml of THF was heated at reflux for 4 hours. The solvent was removed by evaporation at reduced pressure, and the residue was partitioned between 1M aqueous citric acid and ethyl acetate. The organic phase was washed with saturated aqueous NaCl. The solvent was removed to afford the desired product, which was used without further purification. IR and 1H NMR spectra were in agreement with the assigne... Starting materials: C([O-])([O-])=O.[Na+].[Na+] (sodium carbonate), BrC1=CN=C2N1N=C(C=C2)NC2=CC(=C(C=C2)OC)OC (3-bromo-N-(3,4-dimethoxyphenyl)imidazo[1,2-b]pyridazin-6-amine), FC1=CC2=C(SC(=C2)B2OC(C(O2)(C)C)(C)C)C=C1 (2-(5-fluorobenzo[b]thiophen-2-yl)-4,4,5,5-tetramethyl-1,3,2-dioxaborolane). Reagents/catalysts: C1=CC=C(C=C1)P(C2=CC=CC=C2)C3=CC=CC=C3.C1=CC=C(C=C1)P(C2=CC=CC=C2)C3=CC=CC=C3.Cl[Pd]Cl (bis(triphenylphosphine)palladium(II)dichloride). The solvent is C(C)#N (acetonitrile). Yields the product FC1=CC2=C(SC(=C2)C2=CN=C3N2N=C(C=C3)N[C@@H]3CC[C@H](CC3)O)C=C1 (trans-4-(3-(5-fluorobenzo[b]thiophen-2-yl)imidazo[1,2-b]pyridazin-6-ylamino)cyclohexanol). Yield: 69.6%. Reaction SMILES: Br[C:2]1[N:6]2[N:7]=[C:8]([NH:11][C:12]3[CH:17]=[CH:16][C:15]([O:18]C)=[C:14](OC)[CH:13]=3)[CH:9]=[CH:10][C:5]2=[N:4][CH:3]=1.[F:22][C:23]1[CH:40]=[CH:39][C:26]2[S:27][C:28](B3OC(C)(C)C(C)(C)O3)=[CH:29][C:25]=2[CH:24]=1.C(=O)([O-])[O-].[Na+].[Na+]>C(#N)C.C1C=CC(P(C2C=CC=CC=2)C2C=CC=CC=2)=CC=1.C1C=CC(P(C2C=CC=CC=2)C2C=CC=CC=2)=CC=1.Cl[Pd]Cl>[F:22][C:23]1[CH:40]=[CH:39][C:26]2[S:27][C:28]([C:2]3[N:6]4[N:7]=[C:8]([NH:11][C@H:12]5[CH2:17][CH2:16][C@H:15]([OH:18])[CH2:14][CH2:13]5)[CH:9]=[CH:10][C:5]4=[N:4][CH:3]=3)=[CH:29][C:25]=2[CH:24]=1 |f:2.3.4,6.7.8|. Procedure details: To a solution of 3-bromo-N-(3,4-dimethoxyphenyl)imidazo[1,2-b]pyridazin-6-amine (118 mg, 0.338 mmol, 1.0 equiv) in acetonitrile (3.79 mL) was added 2-(5-fluorobenzo[b]thiophen-2-yl)-4,4,5,5-tetramethyl-1,3,2-dioxaborolane (158 mg, 0.569 mmol, 1.5 equiv), bis(triphenylphosphine)palladium(II)dichloride (27 mg, 0.0379 mmol, 0.1 equiv), then sodium carbonate (3.79 mL, 1.0 M aqueous solution, 10 equiv). The reaction mixture was irradiated in the microwave at 150° C. for 10 min. Purification by column... Reactants: C1NCCCC12C=CCCC2 (2-azaspiro-[5.5]-undec-7-ene), C(=O)(Cl)Cl (phosgene). Solvent: C1=CC=CC=C1 (benzene), C1=CC=CC=C1 (benzene). Conditions: time 1 hour. The product is C1NCCCC12C=CCCC2.C(N)(=O)Cl (2-Azaspiro-[5.5]-undec-7-ene carbamoyl chloride). The yield is 41.0%. Reaction SMILES: [CH2:1]1[C:6]2([CH2:11][CH2:10][CH2:9][CH:8]=[CH:7]2)[CH2:5][CH2:4][CH2:3][NH:2]1.[C:12]([Cl:15])(Cl)=[O:13]>C1C=CC=CC=1>[CH2:1]1[C:6]2([CH2:11][CH2:10][CH2:9][CH:8]=[CH:7]2)[CH2:5][CH2:4][CH2:3][NH:2]1.[C:12]([Cl:15])(=[O:13])[NH2:2] |f:3.4|. Procedure details: A solution of 2-azaspiro-[5.5]-undec-7-ene (13 g.; 0.086 mole) in benzene (25 ml.) is added dropwise, under ice cooling, to a solution of phosgene (9 g.; 0.09 mole) in benzene (100 ml.). The solution is stirred at room temperature for 1 hour and concentrated under reduced pressure. Distillation of the residual colorless liquid affords 7.5 g. (41% yield) of 2-azaspiro-[5.5]-undec-7-enecarbamoyl chloride, b.p. 110°-113° C./0.50 mm. The reactants are CN(Cc1ccc(Nc2ncc(Sc3ccnc(C(=O)O)c3F)s2)nc1)C(=O)OC(C)(C)C, CCN=C=NCCCN(C)C, CN1CCCC1=O, CCN(C(C)C)C(C)C, CCCC(O)(CN)c1ccccc1, On1nnc2ccccc21. Product: CCCC(O)(CNC(=O)c1nccc(Sc2cnc(Nc3ccc(CN(C)C(=O)OC(C)(C)C)cn3)s2)c1F)c1ccccc1. As a reaction SMILES: [C:1]([CH3:2])([CH3:3])([CH3:4])[O:5][C:6](=[O:7])[N:8]([CH3:9])[CH2:10][c:11]1[cH:12][cH:13][c:14]([NH:17][c:18]2[s:19][c:20]([S:23][c:24]3[c:25]([F:33])[c:26]([C:30](=[O:31])[OH:32])[n:27][cH:28][cH:29]3)[cH:21][n:22]2)[n:15][cH:16]1.[CH3:57][CH2:58][N:59]=[C:60]=[N:61][CH2:62][CH2:63][CH2:64][N:65]([CH3:66])[CH3:67].[CH3:77][N:78]1[CH2:79][CH2:80][CH2:81][C:82]1=[O:83].[CH:68]([N:69]([CH:70]([CH3:71])[CH3:72])[CH2:73][CH3:74])([CH3:75])[CH3:76].[NH2:34][CH2:35][C:36]([CH2:37][CH2:38][CH3:39])([OH:40])[c:41]1[cH:42][cH:43][cH:44][cH:45][cH:46]1.[OH:47][n:48]1[c:49]2[c:50]([cH:51][cH:52][cH:53][cH:54]2)[n:55][n:56]1>>[C:1]([CH3:2])([CH3:3])([CH3:4])[O:5][C:6](=[O:7])[N:8]([CH3:9])[CH2:10][c:11]1[cH:12][cH:13][c:14]([NH:17][c:18]2[s:19][c:20]([S:23][c:24]3[c:25]([F:33])[c:26]([C:30](=[O:32])[NH:34][CH2:35][C:36]([CH2:37][CH2:38][CH3:39])([OH:40])[c:41]4[cH:42][cH:43][cH:44][cH:45][cH:46]4)[n:27][cH:28][cH:29]3)[cH:21][n:22]2)[n:15][cH:16]1. Starting materials: [C-]#N.[Na+] (sodium cyanide), Cl (hydrochloric acid), C(CC)(=O)C1=CC=CC=C1 (propiophenone), O (water), ice. Run in C(C)OCC (ethyl ether). Reaction conditions: time 20 minute. The product is OC(C(=O)N)(C1=CC=CC=C1)CC (2-Hydroxy-2-Ethyl-2-Phenyl-Acetamide). As a reaction SMILES: [C:1]([C:5]1[CH:10]=[CH:9][CH:8]=[CH:7][CH:6]=1)(=[O:4])[CH2:2][CH3:3].[OH2:11].[C-:12]#[N:13].[Na+].Cl>C(OCC)C>[OH:4][C:1]([CH2:2][CH3:3])([C:5]1[CH:10]=[CH:9][CH:8]=[CH:7][CH:6]=1)[C:12]([NH2:13])=[O:11] |f:2.3|. Reported procedure: In a 1000 ml, two-opening ball matrass equipped with a separating funnel and a thermometer, 89.9 grams (0.67 moles) propiophenone, 100 ml water and 80 ml ethyl ether were added. The matrass was immersed in an ice and salt bath and 82 grams (1.67 moles) granulated sodium cyanide was added. The mixture was shaken vigorously for 20 minutes, and when the mixture temperature had dropped to 5° C., 140 ml (1.7 moles) concentrated hydrochloric acid from the separating funnel was added at such a speed th... Reactants: FC1=NC=CC=C1 (2-fluoropyridine), CC(CN)(CN)C (2,2-dimethyl-1,3-propanediamine). The solvent is N1=CC=CC=C1 (pyridine). Yields the product NCC(CNC1=NC=CC=C1)(C)C ((3-amino-2,2-dimethylpropyl)-2-pyridylamine). As a reaction SMILES: F[C:2]1[CH:7]=[CH:6][CH:5]=[CH:4][N:3]=1.[CH3:8][C:9]([CH3:14])([CH2:12][NH2:13])[CH2:10][NH2:11]>N1C=CC=CC=1>[NH2:11][CH2:10][C:9]([CH3:14])([CH3:8])[CH2:12][NH:13][C:2]1[CH:7]=[CH:6][CH:5]=[CH:4][N:3]=1. Procedure details: A mixture of 2-fluoropyridine and 2,2-dimethyl-1,3-propanediamine (2 eq) in pyridine (0.3M) was refluxed for 18 hrs. and then concentrated by rotary evaporation. The solution was then concentrated in vacuo and the residue was partitioned between ethyl acetate and 10% sodium carbonate. The phases were separated, and the organic phase was washed with brine, dried over magnesium sulfate, filtered and concentrated in vacuo. The product was purified by flash chromatography using 10:1:1 EtOH/NH4OH/H2O...